From a dataset of the Open Reaction Database (ORD), a public repository of structured organic reaction records. describe an organic reaction: reactants, conditions, products, and yield Reactants: BrCc1ccccc1, O=C([O-])[O-], O=Cc1ccc(F)cc1O, [K+], [K+], CN(C)C=O. Yields the product O=Cc1ccc(F)cc1OCc1ccccc1. Reaction SMILES: [Br:17][CH2:18][c:19]1[cH:20][cH:21][cH:22][cH:23][cH:24]1.[C:11](=[O:12])([O-:13])[O-:14].[F:1][c:2]1[cH:3][c:4]([OH:10])[c:5]([CH:6]=[O:7])[cH:8][cH:9]1.[K+:15].[K+:16].[O:25]=[CH:26][N:27]([CH3:28])[CH3:29]>>[F:1][c:2]1[cH:3][c:4]([O:10][CH2:18][c:19]2[cH:20][cH:21][cH:22][cH:23][cH:24]2)[c:5]([CH:6]=[O:7])[cH:8][cH:9]1. The reactants are ClC1=CC=2C(C=3N(C2C=C1)CCCN3)=O (8-chloro-3,4-dihydropyrimido[1,2-a]indol-10(2H)-one), [NH4+].[Cl-] (NH4Cl), COCCCCBr (4-methoxybutyl bromide), [Mg] (magnesium). Run in ClCCl (dichloromethane), CCOCC (ether). Run at time 3 hour. The product is Grignard reagent, Cl.ClC1=CC=2C(C=3N(C2C=C1)CCCN3)(CCCCOC)O (8-chloro-10-hydroxy-10-(4-methoxybutyl)-2,3,4,10-tetrahydropyrimido[1,2-a]indole, hydrochloride). The yield is 132.5%. Reaction SMILES: [CH3:1][O:2][CH2:3][CH2:4][CH2:5][CH2:6]Br.[Mg].[Cl:9][C:10]1[CH:18]=[CH:17][C:16]2[N:15]3[CH2:19][CH2:20][CH2:21][N:22]=[C:14]3[C:13](=[O:23])[C:12]=2[CH:11]=1.[NH4+].[Cl-]>CCOCC.ClCCl>[ClH:9].[Cl:9][C:10]1[CH:18]=[CH:17][C:16]2[N:15]3[CH2:19][CH2:20][CH2:21][N:22]=[C:14]3[C:13]([OH:23])([CH2:6][CH2:5][CH2:4][CH2:3][O:2][CH3:1])[C:12]=2[CH:11]=1 |f:3.4,7.8|. Procedure: A Grignard reagent was prepared from 4-methoxybutyl bromide (5 g) and magnesium (0.72 g) in dry ether (25 ml). After cooling with an ice-bath, under a blanket of nitrogen, a solution of 8-chloro-3,4-dihydropyrimido[1,2-a]indol-10(2H)-one (2.2 g) in dichloromethane (25 ml) was added slowly. When addition was complete the mixture was stirred at room temperature for 3 hours. It was poured onto saturated aqueous NH4Cl, the layers were separated and the aqueous phase extracted with dichloromethane. T... Run in O (water), C(C)#N (acetonitrile). As a reaction SMILES: [OH:1][C:2]1[CH:3]=[C:4]([CH:8]=[CH:9][CH:10]=1)[C:5]([NH2:7])=[O:6].C(=O)([O-])[O-].[K+].[K+].[CH2:17](Cl)[CH:18]=[CH:19][C:20]1[CH:25]=[CH:24][CH:23]=[CH:22][CH:21]=1>C(#N)C.O>[CH2:17]([O:1][C:2]1[CH:3]=[C:4]([CH:8]=[CH:9][CH:10]=1)[C:5]([NH2:7])=[O:6])[CH:18]=[CH:19][C:20]1[CH:25]=[CH:24][CH:23]=[CH:22][CH:21]=1 |f:1.2.3|. Reactants: C([O-])([O-])=O.[K+].[K+] (potassium carbonate), C(C=CC1=CC=CC=C1)Cl (cinnamyl chloride), OC=1C=C(C(=O)N)C=CC1 (3-hydroxybenzamide). Procedure: 3-hydroxybenzamide (0.5 g 3.6 mmol) was dissolved in dry acetonitrile (50 ml). To this was added potassium carbonate (0.503 g; 3.6 mmol) and cinnamyl chloride (0.5 ml; 3.6 mmol). This was left to reflux for 3.5 hours. The acetonitrile was removed under reduced pressure yielding a white sold which was dissolved in water (80 ml). The organics were extracted in dichloromethane (3×30 ml), dried over magnesium sulphate, filtered and the solvent removed under reduced pressure leaving a white solid. Th... The product is C(C=CC1=CC=CC=C1)OC=1C=C(C(=O)N)C=CC1 (3-(Cinnamyloxy)benzamide). Starting materials: COC=1C=C2C(N(C=NC2=CC1OCCN(C1=NC=NC(=C1)C)C)COC(C(C)(C)C)=O)=O (6-methoxy-7-(2-(N-methyl-N-(6-methylpyrimidin-4-yl)amino)ethoxy)-3-((pivaloyloxy)methyl)-3,4-dihydroquinazolin-4-one), solution. The solvent is N (ammonia). Product: COC=1C=C2C(NC=NC2=CC1OCCN(C1=NC(=CC=N1)C)C)=O (6-methoxy-7-(2-(N-methyl-N-(6-methylpyrimidinyl)amino)ethoxy)-3,4-dihydroquinazolin-4-one). Yield: 183.1%. As a reaction SMILES: [CH3:1][O:2][C:3]1[CH:4]=[C:5]2[C:10](=[CH:11][C:12]=1[O:13][CH2:14][CH2:15][N:16]([CH3:24])[C:17]1C=C(C)N=[CH:19][N:18]=1)[N:9]=[CH:8][N:7](COC(=O)C(C)(C)C)[C:6]2=[O:33]>N>[CH3:1][O:2][C:3]1[CH:4]=[C:5]2[C:10](=[CH:11][C:12]=1[O:13][CH2:14][CH2:15][N:16]([CH3:24])[C:17]1[N:18]=[CH:19][CH:5]=[C:10]([CH3:11])[N:9]=1)[N:9]=[CH:8][NH:7][C:6]2=[O:33]. Reported procedure: A solution of 6-methoxy-7-(2-(N-methyl-N-(6-methylpyrimidin-4-yl)amino)ethoxy)-3-((pivaloyloxy)methyl)-3,4-dihydroquinazolin-4-one (365 mg, 0.8 mmol) in methanolic ammonia (30 ml of a 3M solution) was stirred at ambient temperature for 16 hours. The volatiles were removed by evaporation, the residue was triturated with ether, the solid was collected by filtration, washed with ether and dried under vacuum to give 6-methoxy-7-(2-(N-methyl-N-(6-methylpyrimidinyl)amino)ethoxy)-3,4-dihydroquinazolin-... As a reaction SMILES: [C:18]([c:19]1[cH:20][cH:21][cH:22][cH:23][cH:24]1)([c:25]1[cH:26][cH:27][cH:28][cH:29][cH:30]1)=[NH:31].[CH3:1][N:2]1[CH2:3][CH2:4][CH:5]([NH:8][CH2:9][c:10]2[c:11]([F:17])[c:12]([Br:16])[cH:13][cH:14][cH:15]2)[CH2:6][CH2:7]1.[CH3:78][C:79]([CH3:80])([O-:81])[CH3:82].[CH3:84][c:85]1[cH:86][cH:87][cH:88][cH:89][cH:90]1.[CH3:91][OH:92].[Na+:83].[O:113]=[C:114]([CH:115]=[CH:116][c:117]1[cH:118][cH:119][cH:120][cH:121][cH:122]1)[CH:123]=[CH:124][c:125]1[cH:126][cH:127][cH:128][cH:129][cH:130]1.[O:131]=[C:132]([CH:133]=[CH:134][c:135]1[cH:136][cH:137][cH:138][cH:139][cH:140]1)[CH:141]=[CH:142][c:143]1[cH:144][cH:145][cH:146][cH:147][cH:148]1.[O:95]=[C:96]([CH:97]=[CH:98][c:99]1[cH:100][cH:101][cH:102][cH:103][cH:104]1)[CH:105]=[CH:106][c:107]1[cH:108][cH:109][cH:110][cH:111][cH:112]1.[Pd:93].[Pd:94].[cH:32]1[cH:33][cH:34][c:35]([P:36]([c:37]2[cH:38][cH:39][c:40]3[c:41]([cH:42][cH:43][cH:44][cH:45]3)[c:46]2-[c:47]2[c:48]3[c:49]([cH:50][cH:51][cH:52][cH:53]3)[cH:54][cH:55][c:56]2[P:57]([c:58]2[cH:59][cH:60][cH:61][cH:62][cH:63]2)[c:64]2[cH:65][cH:66][cH:67][cH:68][cH:69]2)[c:70]2[cH:71][cH:72][cH:73][cH:74][cH:75]2)[cH:76][cH:77]1>>[CH3:1][N:2]1[CH2:3][CH2:4][CH:5]([NH:8][CH2:9][c:10]2[c:11]([F:17])[c:12]([NH2:31])[cH:13][cH:14][cH:15]2)[CH2:6][CH2:7]1. Yields the product CN1CCC(NCc2cccc(N)c2F)CC1. Starting materials: N=C(c1ccccc1)c1ccccc1, CN1CCC(NCc2cccc(Br)c2F)CC1, CC(C)(C)[O-], Cc1ccccc1, CO, [Na+], O=C(C=Cc1ccccc1)C=Cc1ccccc1, O=C(C=Cc1ccccc1)C=Cc1ccccc1, O=C(C=Cc1ccccc1)C=Cc1ccccc1, [Pd], [Pd], c1ccc(P(c2ccccc2)c2ccc3ccccc3c2-c2c(P(c3ccccc3)c3ccccc3)ccc3ccccc23)cc1. Reactants: COC1=C(C=CC=C1)C#C (2-Methoxyphenyl acetylene). Run in S(O)(O)(=O)=O (sulphuric acid). Run at temperature -70 celsius. Yields the product COC1=C(C=CC=C1)C#CCCCCCC (1-Methoxy-2-(1-octynyl)-benzene). The yield is 170.8%. Reaction SMILES: [CH3:1][O:2][C:3]1[CH:8]=[CH:7][CH:6]=[CH:5][C:4]=1[C:9]#[CH:10]>S(=O)(=O)(O)O>[CH3:1][O:2][C:3]1[CH:8]=[CH:7][CH:6]=[CH:5][C:4]=1[C:9]#[C:10][CH2:7][CH2:8][CH2:3][CH2:4][CH2:5][CH3:6]. Procedure: 2-Methoxyphenyl acetylene (9.00 g, 0.068M, Literature reference J. Villieras et al, Synthesis 459, 1975), was dissolved in dry, deaerated tetrahydrofuran/diethyl ether 1:1 (200 ml) and the solution stirred at -70° C. n-Butyl lithium 1.565M in hexane (43.5 ml, 0.068M) was added dropwise and the pale red mixture warmed to room temperature and stirred at that temperature for 15 min. The mixture was cooled to -70° C. and dry iodohexane (14.42 g, 0.068M) added dropwise. The white mixture was warmed t... Starting materials: BrC=1C=C(C(=O)OC)C=C(C1)C=C (methyl 3-bromo-5-vinylbenzoate), ClC1=CC(=CC=C1)C(=O)OO (m-chloroperbenzoic acid), C([O-])(O)=O.[Na+] (sodium bicarbonate). Run in C(Cl)Cl (CH2Cl2). Run at time 2 hour. Yields the product BrC=1C=C(C(=O)OC)C=C(C1)C1OC1 (Methyl 3-bromo-5-(oxiran-2-yl)benzoate). As a reaction SMILES: [Br:1][C:2]1[CH:3]=[C:4]([CH:9]=[C:10]([CH:12]=[CH2:13])[CH:11]=1)[C:5]([O:7][CH3:8])=[O:6].ClC1C=CC=C(C(OO)=[O:22])C=1.C(=O)(O)[O-].[Na+]>C(Cl)Cl>[Br:1][C:2]1[CH:3]=[C:4]([CH:9]=[C:10]([CH:12]2[CH2:13][O:22]2)[CH:11]=1)[C:5]([O:7][CH3:8])=[O:6] |f:2.3|. Procedure details: To a stirred solution of methyl 3-bromo-5-vinylbenzoate (1.00 g, 4.15 mmol) in CH2Cl2 (40 mL) at 0° C. was added m-chloroperbenzoic acid (70% purity, 1.43 g, 5.80 mmol) in portions over a 10 minute period. The mixture was warmed to room temperature and stirred for 2 hours upon which it was poured onto saturated sodium bicarbonate (250 mL). The mixture was extracted with ethyl acetate (3×100 mL) and the combined extracts were dried over Na2SO4 and concentrated. The residue was purified by column ...